This data is from the Open Reaction Database (ORD), a public repository of structured organic reaction records. The task is: describe an organic reaction: reactants, conditions, products, and yield Starting materials: C(C(C)C)N (isobutylamine), C=C1CC(=O)O1 (diketene). Run in O1CCCC1 (tetrahydrofuran), O1CCCC1 (tetrahydrofuran). Run at temperature 0 celsius, time 1 hour. The product is CC(CNC(CC(C)=O)=O)C (N-(2-Methylpropyl)-3-oxobutanamide). Isolated yield 70.8%. RXN SMILES: [CH2:1]([NH2:5])[CH:2]([CH3:4])[CH3:3].[CH2:6]=[C:7]1[O:11][C:9](=[O:10])[CH2:8]1>O1CCCC1>[CH3:3][CH:2]([CH3:4])[CH2:1][NH:5][C:9](=[O:10])[CH2:8][C:7](=[O:11])[CH3:6]. Reported procedure: A solution of 18.20 g (0.25 mol) isobutylamine in 50 ml tetrahydrofuran was added dropwise to a solution of 20 g of diketene (0.24 mol) in 200 ml tetrahydrofuran at −5 to 0° C. After 1 h stirring at 0° C. no more starting material was detected by thin layer chromatography. The reaction mixture was evaporated and the residue is recrystallized from 100 ml of ethyl acetate. This gave 26.93 g (0.17 mol, 72% yield) of a white solid.